From a dataset of the Open Reaction Database (ORD), a public repository of structured organic reaction records. describe an organic reaction: reactants, conditions, products, and yield The reactants are ClC(COC(=O)Cl)(Cl)Cl (2,2,2-trichloroethylchloroformate), C(C)(C)(C)C=1C=C(N(N1)C1=CC(=CC=C1)OCCOC1OCCCC1)N (5-tert-Butyl-2-{3-[2-(tetrahydro-pyran-2-yloxy)-ethoxy]-phenyl}-2H-pyrazol-3-ylamine), ClC(COC(NC=1N(N=C(C1)C(C)(C)C)C1=CC(=CC=C1)SCCO)=O)(Cl)Cl ({5-tert-Butyl-2-[3-(2-hydroxy-ethylsulfanyl)-phenyl]-2H-pyrazol-3-yl}-carbamic acid 2,2,2-trichloro-ethyl ester). Product: ClC(COC(NC=1N(N=C(C1)C(C)(C)C)C1=CC(=CC=C1)OCCOC1OCCCC1)=O)(Cl)Cl ((5-tert-Butyl-2-{3-[2-(tetrahydro-pyran-2-yloxy)-ethoxy]-phenyl}-2H-pyrazol-3-yl)-carbamic acid 2,2,2-trichloro-ethyl ester). RXN SMILES: [Cl:1][C:2]([Cl:9])([Cl:8])[CH2:3][O:4][C:5](Cl)=[O:6].[C:10]([C:14]1[CH:15]=[C:16]([NH2:35])[N:17]([C:19]2[CH:24]=[CH:23][CH:22]=[C:21]([O:25][CH2:26][CH2:27][O:28][CH:29]3[CH2:34][CH2:33][CH2:32][CH2:31][O:30]3)[CH:20]=2)[N:18]=1)([CH3:13])([CH3:12])[CH3:11].ClC(Cl)(Cl)COC(=O)NC1N(C2C=CC=C(SCCO)C=2)N=C(C(C)(C)C)C=1>>[Cl:1][C:2]([Cl:9])([Cl:8])[CH2:3][O:4][C:5](=[O:6])[NH:35][C:16]1[N:17]([C:19]2[CH:24]=[CH:23][CH:22]=[C:21]([O:25][CH2:26][CH2:27][O:28][CH:29]3[CH2:34][CH2:33][CH2:32][CH2:31][O:30]3)[CH:20]=2)[N:18]=[C:14]([C:10]([CH3:13])([CH3:12])[CH3:11])[CH:15]=1. Procedure details: The title compound was prepared starting from 2,2,2-trichloroethylchloroformate and Intermediate 39a by using an analogous procedure to that described for Intermediate 35c. LCMS (Method 4): Rt 3.85, m/z 536 [MH+]. Reactants: O (water), OC1=C(C=C2C(=NC=NC2=C1)OC1=CC=CC=C1)OC (7-hydroxy-6-methoxy-4-phenoxyquinazoline), Cl.ClCC1=CC=NC=C1 (4-chloromethyl pyridine hydrochloride), C([O-])([O-])=O.[K+].[K+] (potassium carbonate). As a reaction SMILES: [OH:1][C:2]1[CH:11]=[C:10]2[C:5]([C:6]([O:12][C:13]3[CH:18]=[CH:17][CH:16]=[CH:15][CH:14]=3)=[N:7][CH:8]=[N:9]2)=[CH:4][C:3]=1[O:19][CH3:20].Cl.Cl[CH2:23][C:24]1[CH:29]=[CH:28][N:27]=[CH:26][CH:25]=1.C(=O)([O-])[O-].[K+].[K+].O>CN(C=O)C>[CH3:20][O:19][C:3]1[CH:4]=[C:5]2[C:10](=[CH:11][C:2]=1[O:1][CH2:23][C:24]1[CH:29]=[CH:28][N:27]=[CH:26][CH:25]=1)[N:9]=[CH:8][N:7]=[C:6]2[O:12][C:13]1[CH:18]=[CH:17][CH:16]=[CH:15][CH:14]=1 |f:1.2,3.4.5|. Product: COC=1C=C2C(=NC=NC2=CC1OCC1=CC=NC=C1)OC1=CC=CC=C1 (6-methoxy-4-phenoxy-7-(4-pyridylmethoxy)quinazoline). Reported procedure: A mixture of 7-hydroxy-6-methoxy-4-phenoxyquinazoline (95 mg, 0.35 mmol), 4-chloromethyl pyridine hydrochloride (120 mg, 0.74 mmol) and potassium carbonate (200 mg, 1.4 mmol) in DMF (5 ml) were heated at 80° C. for 2 hours. The reaction mixture was allowed to cool, water was added and the mixture extracted with ethyl acetate (3×50 ml). The combined extracts were then washed with water and dried (MgSO4). The solvent was removed by evaporation and the residue trituated with an ethyl acetate/hexane... Run in CN(C)C=O (DMF). Reaction conditions: temperature 80 celsius. Yield: 35.0%. Reactants: BrC1=CC=C2C=C(NC2=C1)CO ((6-bromo-1H-indol-2-yl)methanol). Reagents/catalysts: O=[Mn]=O (MnO2). Run in C1CCOC1 (THF). Reaction conditions: time 24 hour. Product: BrC1=CC=C2C=C(NC2=C1)C=O (6-Bromo-1H-indole-2-carbaldehyde). The yield is 55.2%. Reaction SMILES: [Br:1][C:2]1[CH:10]=[C:9]2[C:5]([CH:6]=[C:7]([CH2:11][OH:12])[NH:8]2)=[CH:4][CH:3]=1>C1COCC1.O=[Mn]=O>[Br:1][C:2]1[CH:10]=[C:9]2[C:5]([CH:6]=[C:7]([CH:11]=[O:12])[NH:8]2)=[CH:4][CH:3]=1. Procedure details: To a suspension of (6-bromo-1H-indol-2-yl)methanol (696 mg, 3.00 mmol) in THF (25.0 mL) was added MnO2 (3.20 g, 37.0 mmol) at 0° C. The reaction mixture was stirred for 24 h at room temperature. The reaction mixture was filtered through Celite, and the filtrate was concentrated under reduced pressure to give the title compound (371 mg, 55%) as an orange solid: 1H NMR (500 MHz, CDCl3) δ 9.86 (s, 1H), 9.07 (br s, 1H), 7.64 (s, 1H), 7.61 (d, J=8.5 Hz, 1H), 7.29 (dd, J=8.5, 1.5 Hz, 1H), 7.24 (d, J=1... The reactants are ClC1=C(C(=O)OC)C=CC=C1CC#N (methyl 2-chloro-3-(cyanomethyl)benzoate), O (water), [H-].[Na+] (sodium hydride), BrCCCBr (1,3-dibromopropane). Run in CS(=O)C (dimethylsulfoxide). Reaction conditions: time 30 minute. Product: ClC1=C(C(=O)OC)C=CC=C1C1(CCC1)C#N (methyl 2-chloro-3-(1-cyanocyclobutyl)benzoate). Yield: 39.9%. As a reaction SMILES: [Cl:1][C:2]1[C:11]([CH2:12][C:13]#[N:14])=[CH:10][CH:9]=[CH:8][C:3]=1[C:4]([O:6][CH3:7])=[O:5].[H-].[Na+].Br[CH2:18][CH2:19][CH2:20]Br.O>CS(C)=O>[Cl:1][C:2]1[C:11]([C:12]2([C:13]#[N:14])[CH2:20][CH2:19][CH2:18]2)=[CH:10][CH:9]=[CH:8][C:3]=1[C:4]([O:6][CH3:7])=[O:5] |f:1.2|. Procedure details: A solution (15 mL) of methyl 2-chloro-3-(cyanomethyl)benzoate (1.50, 7.16 mmol) produced in Example C61(iii) in dimethylsulfoxide was cooled at which the solution did not solidify, sodium hydride (60%, 869 mg, 21.7 mmol) was slowly added, and the mixture was stirred at room temperature for 30 min. To the suspension was added dropwise 1,3-dibromopropane (1.45 mL, 14.3 mmol), and the mixture was stirred at room temperature for 1.5 hr. To the reaction mixture was slowly added water (50 mL), and the... Starting materials: C(N)(=O)CC1=CC=C(OCC2CO2)C=C1 (p-(carbamoylmethyl)phenoxy-2,3-epoxypropane), C(C)(C)N (isopropylamine). Solvent: CO (methanol). Conditions: temperature 10 celsius, time 7 hour. Yields the product CC(C)NC[C@@H](COC1=CC=C(C=C1)CC(=O)N)O ((S)-atenolol). The yield is 70.2%. Reaction SMILES: [C:1]([CH2:4][C:5]1[CH:15]=[CH:14][C:8]([O:9][CH2:10][CH:11]2[O:13][CH2:12]2)=[CH:7][CH:6]=1)(=[O:3])[NH2:2].[CH:16]([NH2:19])([CH3:18])[CH3:17]>CO>[CH3:17][CH:16]([NH:19][CH2:12][C@H:11]([OH:13])[CH2:10][O:9][C:8]1[CH:14]=[CH:15][C:5]([CH2:4][C:1]([NH2:2])=[O:3])=[CH:6][CH:7]=1)[CH3:18]. Procedure: P-Hydroxyphenylacetamide (1 g) and (S)-glycidyl p-toluenesulfonate (1.51 g, 99.3% e.e.) were dissolved in acetone (30 ml). Potassium carbonate (1.19 g) was added to the solution and stirred for 30 hours under refluxing. After the reaction, inorganic materials were filtered off and acetone was removed to give 1.43 g of crude (S)-1-[p-(carbamoylmethyl)phenoxy-2,3-epoxypropane. Then, crude (S)-1-[p-(carbamoylmethyl)phenoxy-2,3-epoxypropane (1.43 g) was dissolved in methanol (8 ml). The solution was...